From a dataset of the Open Reaction Database (ORD), a public repository of structured organic reaction records. describe an organic reaction: reactants, conditions, products, and yield The reactants are ClC1=C(C=CC(=C1)Cl)O (2,4-dichlorophenol), BrCC(C(C)(C)OC)=O (1-bromo-3-methoxy-3-methyl-2-butanone), C([O-])([O-])=O.[K+].[K+] (potassium carbonate). Run in C(C)#N (acetonitrile). Conditions: temperature -20 celsius. Product: ClC1=C(OCC(C(C)(C)OC)=O)C=CC(=C1)Cl (1-(2,4-dichlorophenoxy)-3-methoxy-3-methyl-2-butanone). Yield: 85.7%. As a reaction SMILES: [Cl:1][C:2]1[CH:7]=[C:6]([Cl:8])[CH:5]=[CH:4][C:3]=1[OH:9].Br[CH2:11][C:12](=[O:18])[C:13]([O:16][CH3:17])([CH3:15])[CH3:14].C(=O)([O-])[O-].[K+].[K+]>C(#N)C>[Cl:1][C:2]1[CH:7]=[C:6]([Cl:8])[CH:5]=[CH:4][C:3]=1[O:9][CH2:11][C:12](=[O:18])[C:13]([O:16][CH3:17])([CH3:15])[CH3:14] |f:2.3.4|. Procedure details: A stirred mixture of 13.04 g (0.08 mole) of 2,4-dichlorophenol, 15.61 g (0.08 mole) 1-bromo-3-methoxy-3-methyl-2-butanone, and 11.1 g (0.08 mole) powdered potassium carbonate in 300 ml acetonitrile was heated at reflux temperature for 30 minutes. The reaction mixture was cooled, filtered, and the solvent evaporated from the filtrate. The residual oil was taken up in hexane and cooled to -20° C., whereupon the product separated as a white crystalline solid. There was thus obtained 19 g (85.7% yie... The reactants are Cl (HCl), C(C)OC(C(CC1=CC(=C(C=C1)O)CC1=CC=CC=C1)OCC)=O (3-(3-benzyl-4-hydroxy-phenyl)-2-ethoxy-propionic acid ethyl ester), [OH-].[K+] (KOH). The solvent is CO (MeOH), O (H2O). Run at time 2 hour. The product is C(C1=CC=CC=C1)C=1C=C(C=CC1O)CC(C(=O)O)OCC (3-(3-Benzyl-4-hydroxy-phenyl)-2-ethoxy-propionic acid). The yield is 100.5%. Reaction SMILES: C([O:3][C:4](=[O:24])[CH:5]([O:21][CH2:22][CH3:23])[CH2:6][C:7]1[CH:12]=[CH:11][C:10]([OH:13])=[C:9]([CH2:14][C:15]2[CH:20]=[CH:19][CH:18]=[CH:17][CH:16]=2)[CH:8]=1)C.[OH-].[K+].Cl>CO.O>[CH2:14]([C:9]1[CH:8]=[C:7]([CH2:6][CH:5]([O:21][CH2:22][CH3:23])[C:4]([OH:24])=[O:3])[CH:12]=[CH:11][C:10]=1[OH:13])[C:15]1[CH:20]=[CH:19][CH:18]=[CH:17][CH:16]=1 |f:1.2|. Procedure details: To a solution of 3-(3-benzyl-4-hydroxy-phenyl)-2-ethoxy-propionic acid ethyl ester (0.38 g, 1.16 mmol) in MeOH (5 mL), a solution of KOH (1.62 g, 29 mmol) in H2O (5 mL) was added. The mixture was stirred for 2 h at room temperature then acidified with aq. HCl (10%) and extracted with dichloromethane. The combined organic layers were dried and evaporated and the remaining crude product was purified by column chromatography to yield the title compound as an oil (0.35 g, 74.8%). Mass Spectrum: M+H+... Starting materials: NC([C@H](CC1=CC=C(C=C1)C1=CC=C(C=C1)C#N)NC(OC(C)(C)C)=O)=O ((S)-tert-Butyl 1-amino-3-(4′-cyanobiphenyl-4-yl)-1-oxopropan-2-ylcarbamate), C(=O)(C(F)(F)F)O (TFA). Run in ClCCl (dichloromethane). Product: N[C@H](C(=O)N)CC1=CC=C(C=C1)C1=CC=C(C=C1)C#N ((S)-2-Amino-3-(4′-cyanobiphenyl-4-yl)propanamide). RXN SMILES: [NH2:1][C:2](=[O:27])[C@@H:3]([NH:19]C(=O)OC(C)(C)C)[CH2:4][C:5]1[CH:10]=[CH:9][C:8]([C:11]2[CH:16]=[CH:15][C:14]([C:17]#[N:18])=[CH:13][CH:12]=2)=[CH:7][CH:6]=1.C(O)(C(F)(F)F)=O>ClCCl>[NH2:19][C@@H:3]([CH2:4][C:5]1[CH:10]=[CH:9][C:8]([C:11]2[CH:12]=[CH:13][C:14]([C:17]#[N:18])=[CH:15][CH:16]=2)=[CH:7][CH:6]=1)[C:2]([NH2:1])=[O:27]. Procedure details: (S)-tert-Butyl 1-amino-3-(4′-cyanobiphenyl-4-yl)-1-oxopropan-2-ylcarbamate (Example 3, step (ii), 3.13 g) was dissolved in dichloromethane (30 mL) and TFA (1.32 mL) was added. The dichloromethane was distilled off on a rotary evaporator at atmospheric pressure to leave ˜5 mL of solvent. The reaction was monitored by HPLC/MS and when complete was partitioned between water and dichloromethane. The organic layer was separated and the aqueous layer further extracted with dichloromethane. The combine...